The task is: describe an organic reaction: reactants, conditions, products, and yield. This data is from the Open Reaction Database (ORD), a public repository of structured organic reaction records. Reactants: C1(CC(CCC1)=O)=O (1,3 cyclohexanedione), [OH-].[Na+] (NaOH), N(=O)[O-].[Na+] (sodium nitrite), COC1=CC(=CC=C1)N (m-anisidine), O.O.[Sn](Cl)Cl (tin (II) chloride dihydrate). Solvent: Cl (hydrochloric acid), O (water), O (water), Cl (hydrochloric acid). Run at temperature 5 celsius, time 1 hour. Yields the product COC1=CC=C2C=3C(CCCC3NC2=C1)=O (7-Methoxy-1,2,3,9-tetrahydro-4H-carbazol-4-one). Yield: 13.1%. Reaction SMILES: [CH3:1][O:2][C:3]1[CH:8]=[CH:7][CH:6]=[C:5]([NH2:9])[CH:4]=1.N([O-])=O.[Na+].O.O.[Sn](Cl)Cl.[C:19]1(=O)[CH2:24][CH2:23][CH2:22][C:21](=[O:25])[CH2:20]1.[OH-].[Na+]>O.Cl>[CH3:1][O:2][C:3]1[CH:4]=[C:5]2[C:6]([C:20]3[C:21](=[O:25])[CH2:22][CH2:23][CH2:24][C:19]=3[NH:9]2)=[CH:7][CH:8]=1 |f:1.2,3.4.5,7.8|. Procedure details: To a chilled mixture of m-anisidine (10 g, 81 mmol) in water (200 mL) and concentrated hydrochloric acid (25 mL) is added sodium nitrite (5.6 g, 81 mmol) dissolved in water (30 mL). The mixture is stirred at 5° C. for one h. To this is added tin (II) chloride dihydrate (36.6 g, 162 mmol) dissolved in concentrated hydrochloric acid (75 mL). The mixture is allowed to warm to room temperature and stirred for 1 h. 1,3 cyclohexanedione (9.1 g, 81 mmol) is added and the mixture stirred for 2 h. The mi...